Dataset: the Open Reaction Database (ORD), a public repository of structured organic reaction records. Task: describe an organic reaction: reactants, conditions, products, and yield Reactants: CO, C=C(C)C(=O)c1nc(SC(C)C)n(-c2ccc(CC)cc2)c1Cl, [O-][I+3]([O-])([O-])[O-], [Na+], O. Product: C=C(C)C(=O)c1nc(S(=O)C(C)C)n(-c2ccc(CC)cc2)c1Cl. RXN SMILES: [CH3:31][OH:32].[Cl:1][c:2]1[c:3]([C:19]([C:20](=[CH2:21])[CH3:22])=[O:23])[n:4][c:5]([S:15][CH:16]([CH3:17])[CH3:18])[n:6]1-[c:7]1[cH:8][cH:9][c:10]([CH2:13][CH3:14])[cH:11][cH:12]1.[I+3:24]([O-:25])([O-:26])([O-:27])[O-:28].[Na+:29].[OH2:30]>>[Cl:1][c:2]1[c:3]([C:19]([C:20](=[CH2:21])[CH3:22])=[O:23])[n:4][c:5]([S:15]([CH:16]([CH3:17])[CH3:18])=[O:25])[n:6]1-[c:7]1[cH:8][cH:9][c:10]([CH2:13][CH3:14])[cH:11][cH:12]1. Starting materials: C1CCOC1, CCCCCON=O, CN1CCC(Oc2ccc(N)cc2)(c2ccccc2)CC1. Product: CN1CCC(Oc2ccccc2)(c2ccccc2)CC1. As a reaction SMILES: [CH2:30]1[O:31][CH2:32][CH2:33][CH2:34]1.[N:22]([O:23][CH2:24][CH2:25][CH2:26][CH2:27][CH3:28])=[O:29].[NH2:1][c:2]1[cH:3][cH:4][c:5]([O:6][C:7]2([c:14]3[cH:15][cH:16][cH:17][cH:18][cH:19]3)[CH2:8][CH2:9][N:10]([CH3:13])[CH2:11][CH2:12]2)[cH:20][cH:21]1>>[cH:2]1[cH:3][cH:4][c:5]([O:6][C:7]2([c:14]3[cH:15][cH:16][cH:17][cH:18][cH:19]3)[CH2:8][CH2:9][N:10]([CH3:13])[CH2:11][CH2:12]2)[cH:20][cH:21]1.